This data is from the Open Reaction Database (ORD), a public repository of structured organic reaction records. The task is: describe an organic reaction: reactants, conditions, products, and yield The reactants are Cc1cc(C)cc(-c2[nH]c3ccc(O)cc3c2CCN2C(=O)c3ccccc3C2=O)c1, CCO, NN, C1CCOC1. Product: Cc1cc(C)cc(-c2[nH]c3ccc(O)cc3c2CCN)c1. As a reaction SMILES: [CH3:1][c:2]1[cH:3][c:4](-[c:9]2[nH:10][c:11]3[cH:12][cH:13][c:14]([OH:31])[cH:15][c:16]3[c:17]2[CH2:18][CH2:19][N:20]2[C:21](=[O:22])[c:23]3[c:24]([cH:25][cH:26][cH:27][cH:28]3)[C:29]2=[O:30])[cH:5][c:6]([CH3:8])[cH:7]1.[CH3:34][CH2:35][OH:36].[NH2:32][NH2:33].[O:37]1[CH2:38][CH2:39][CH2:40][CH2:41]1>>[CH3:1][c:2]1[cH:3][c:4](-[c:9]2[nH:10][c:11]3[cH:12][cH:13][c:14]([OH:31])[cH:15][c:16]3[c:17]2[CH2:18][CH2:19][NH2:20])[cH:5][c:6]([CH3:8])[cH:7]1. Starting materials: Cc1cn(S(C)(=O)=O)c2c1C(=O)CC(c1ccccc1)C2, CCO, Cl, Cl, N=C(N)NN, O. The product is Cc1cn(S(C)(=O)=O)c2c1C(=NNC(=N)N)CC(c1ccccc1)C2, Cl. Reaction SMILES: [CH3:1][S:2](=[O:3])(=[O:4])[n:5]1[cH:6][c:7]([CH3:21])[c:8]2[c:13]1[CH2:12][CH:11]([c:14]1[cH:15][cH:16][cH:17][cH:18][cH:19]1)[CH2:10][C:9]2=[O:20].[CH3:30][CH2:31][OH:32].[ClH:22].[ClH:28].[NH2:23][NH:24][C:25](=[NH:26])[NH2:27].[OH2:29]>>[CH3:1][S:2](=[O:3])(=[O:4])[n:5]1[cH:6][c:7]([CH3:21])[c:8]2[c:13]1[CH2:12][CH:11]([c:14]1[cH:15][cH:16][cH:17][cH:18][cH:19]1)[CH2:10][C:9]2=[N:23][NH:24][C:25](=[NH:26])[NH2:27].[ClH:22]. Starting materials: OC1=C(C=O)C=CC(=C1)C(=C(Cl)Cl)Cl (2-Hydroxy-4-(trichlorovinyl)benzaldehyde), C(CC)N (n-propylamine), C(C)(=O)O[BH-](OC(C)=O)OC(C)=O.[Na+] (sodium triacetoxyborohydride). The solvent is C(Cl)Cl (CH2Cl2), CO (MeOH), C(Cl)Cl (CH2Cl2). Run at time 8 hour. The product is C(CC)NCC1=C(C=C(C=C1)C(=C(Cl)Cl)Cl)O (2-[(Propylamino)methyl]-5-(trichlorovinyl)phenol). Reaction SMILES: [OH:1][C:2]1[CH:9]=[C:8]([C:10]([Cl:14])=[C:11]([Cl:13])[Cl:12])[CH:7]=[CH:6][C:3]=1[CH:4]=O.[CH2:15]([NH2:18])[CH2:16][CH3:17].C(O[BH-](OC(=O)C)OC(=O)C)(=O)C.[Na+]>C(Cl)Cl.CO>[CH2:15]([NH:18][CH2:4][C:3]1[CH:6]=[CH:7][C:8]([C:10]([Cl:14])=[C:11]([Cl:13])[Cl:12])=[CH:9][C:2]=1[OH:1])[CH2:16][CH3:17] |f:2.3|. Procedure details: To a mixture of 0.211 g (0.84 mmol) of the product of Step A and 0.177 g (2.94 mmol) of n-propylamine dissolved in 8 mL of CH2Cl2 was added 0.5 g of finely powdered 4 Å molecular sieves. The reaction mixture was stirred under a nitrogen atmosphere at room temperature overnight, then 0.445 g (2.1 mmol) of sodium triacetoxyborohydride was added. The reaction was then stirred an addition 8 h at room temperature, then diluted with CH2Cl2 and MeOH. The mixture was filtered through a pad of Celite fil...